Dataset: the Open Reaction Database (ORD), a public repository of structured organic reaction records. Task: describe an organic reaction: reactants, conditions, products, and yield Starting materials: ClC1=CC=2C3=C(NC2C=C1)CCN(C3)C (8-chloro-2,3,4,5-tetrahydro-2-methyl-1H-pyrido[4,3-b]indole), FC(C1=CC(=NC=C1C=C)C)(F)F (4-(trifluoromethyl)-2-methyl-5-vinylpyridine), [OH-].[K+] (KOH). Solvent: CN1CCCC1=O (NMP). Product: ClC1=CC=2C3=C(N(C2C=C1)CCC=1C=NC(=CC1C(F)(F)F)C)CCN(C3)C (8-chloro-5-(2-(4-(trifluoromethyl)-6-methylpyridin-3-yl)ethyl)-2,3,4,5-tetrahydro-2-methyl-1H-pyrido[4,3-b]indole). As a reaction SMILES: [Cl:1][C:2]1[CH:10]=[CH:9][C:8]2[NH:7][C:6]3[CH2:11][CH2:12][N:13]([CH3:15])[CH2:14][C:5]=3[C:4]=2[CH:3]=1.[F:16][C:17]([F:28])([F:27])[C:18]1[C:23]([CH:24]=[CH2:25])=[CH:22][N:21]=[C:20]([CH3:26])[CH:19]=1.[OH-].[K+]>CN1C(=O)CCC1>[Cl:1][C:2]1[CH:10]=[CH:9][C:8]2[N:7]([CH2:25][CH2:24][C:23]3[CH:22]=[N:21][C:20]([CH3:26])=[CH:19][C:18]=3[C:17]([F:28])([F:16])[F:27])[C:6]3[CH2:11][CH2:12][N:13]([CH3:15])[CH2:14][C:5]=3[C:4]=2[CH:3]=1 |f:2.3|. Reported procedure: The title compound is prepared from a mixture of 8-chloro-2,3,4,5-tetrahydro-2-methyl-1H-pyrido[4,3-b]indole, 4-(trifluoromethyl)-2-methyl-5-vinylpyridine and KOH (5-7 equiv) in NMP at a temperature ranging between 25 deg C. to 100 deg C. The product obtained is isolated by preparative HPLC. The reactants are C(C)(C)(C)OC(CNS(=O)(=O)CC1CCC(CC1)(C1=C(C=CC(=C1)F)F)S(=O)(=O)C1=CC=C(C=C1)Cl)=O ([4-(4-chloro-benzenesulfonyl)-4-(2,5-difluoro-phenyl) -cyclohexylmethanesulfonylamino]-acetic acid tert-butyl ester), FC(C(=O)O)(F)F (trifluoroacetic acid). Run in ClCCl (dichloromethane). Conditions: time 3 hour. Yields the product ClC1=CC=C(C=C1)S(=O)(=O)C1(CCC(CC1)CS(=O)(=O)NCC(=O)O)C1=C(C=CC(=C1)F)F ([4-(4-Chloro-benzenesulfonyl)-4-(2,5-difluoro-phenyl)-cyclohexylmethanesulfonylamino]-acetic acid). RXN SMILES: C([O:5][C:6](=[O:37])[CH2:7][NH:8][S:9]([CH2:12][CH:13]1[CH2:18][CH2:17][C:16]([S:27]([C:30]2[CH:35]=[CH:34][C:33]([Cl:36])=[CH:32][CH:31]=2)(=[O:29])=[O:28])([C:19]2[CH:24]=[C:23]([F:25])[CH:22]=[CH:21][C:20]=2[F:26])[CH2:15][CH2:14]1)(=[O:11])=[O:10])(C)(C)C.FC(F)(F)C(O)=O>ClCCl>[Cl:36][C:33]1[CH:32]=[CH:31][C:30]([S:27]([C:16]2([C:19]3[CH:24]=[C:23]([F:25])[CH:22]=[CH:21][C:20]=3[F:26])[CH2:15][CH2:14][CH:13]([CH2:12][S:9]([NH:8][CH2:7][C:6]([OH:37])=[O:5])(=[O:10])=[O:11])[CH2:18][CH2:17]2)(=[O:29])=[O:28])=[CH:35][CH:34]=1. Reported procedure: To a stirred solution of [4-(4-chloro-benzenesulfonyl)-4-(2,5-difluoro-phenyl) -cyclohexylmethanesulfonylamino]-acetic acid tert-butyl ester (Example 20) (80 mg) in dichloromethane (10 mL) was added trifluoroacetic acid (2 mL) and the reaction stirred for 3 hours then evaporated. Purification by column chromatography on silica, eluting with ethyl acetate:dichloromethane:acetic acid (75:25:1), afforded the desired product. MS (ES+) 522 ([MH]+).